Dataset: the Open Reaction Database (ORD), a public repository of structured organic reaction records. Task: describe an organic reaction: reactants, conditions, products, and yield Reactants: C1(=CC=CC=C1)COC(CC=1C=CC=C2CC(N(C12)C(C1=CC=C(C=C1)OC)=O)=O)=O (2,3-dihydro-1-(4-methoxybenzoyl)-2-oxo-1H-indole-7-acetic acid phenylmethyl ester), [H][H] (hydrogen). The reagents and catalysts are [Pd] (Pd/C). The solvent is O1CCCC1 (tetrahydrofuran). Yields the product COC1=CC=C(C(=O)N2C(CC3=CC=CC(=C23)CC(=O)O)=O)C=C1 (2,3-dihydro-1-(4-methoxybenzoyl)-2-oxo-1H-indole-7-acetic acid). Reaction SMILES: C1(C[O:8][C:9](=[O:31])[CH2:10][C:11]2[CH:12]=[CH:13][CH:14]=[C:15]3[C:19]=2[N:18]([C:20](=[O:29])[C:21]2[CH:26]=[CH:25][C:24]([O:27][CH3:28])=[CH:23][CH:22]=2)[C:17](=[O:30])[CH2:16]3)C=CC=CC=1.[H][H]>O1CCCC1.[Pd]>[CH3:28][O:27][C:24]1[CH:25]=[CH:26][C:21]([C:20]([N:18]2[C:19]3[C:15](=[CH:14][CH:13]=[CH:12][C:11]=3[CH2:10][C:9]([OH:31])=[O:8])[CH2:16][C:17]2=[O:30])=[O:29])=[CH:22][CH:23]=1. Reported procedure: A solution of 29.5 g (0.1 mole) 2,3-dihydro-1-(4-methoxybenzoyl)-2-oxo-1H-indole-7-acetic acid phenylmethyl ester in tetrahydrofuran is reduced with hydrogen over 2 g of 20% Pd/C catalyst. After the theoretically calculated amount of hydrogen has been consumed, the solution is filtered through filter aid. The filtrate is concentrated at reduced pressure and the oily residue is triturated with anhydrous diethyl ether to yield 2,3-dihydro-1-(4-methoxybenzoyl)-2-oxo-1H-indole-7-acetic acid. Reactants: C(C1=CC=CC=C1)OC1=C(C=C(C=C1)N1CCN(CC1)CCCC1CCCCC1)Cl (1-(4-benzyloxy-3-chlorophenyl)-4-(3-cyclohexylpropyl)piperazine), C(C1=CC=CC=C1)OC1=C(C=C(C=C1)N1CCN(CC1)CCCC1CCCC1)F (1-(4-benzyloxy-3-fluorophenyl)-4-(3-cyclopentylpropyl)-piperazine). Product: Cl.C1(CCCC1)CCCN1CCN(CC1)C1=CC(=C(C=C1)O)F (4-[4-(3-cyclo-pentylpropyl)piperazin-1-yl]-2-fluorophenol hydrochloride). RXN SMILES: C(OC1C=CC(N2CCN(CCCC3CCCCC3)CC2)=CC=1[Cl:30])C1C=CC=CC=1.C([O:38][C:39]1[CH:44]=[CH:43][C:42]([N:45]2[CH2:50][CH2:49][N:48]([CH2:51][CH2:52][CH2:53][CH:54]3[CH2:58][CH2:57][CH2:56][CH2:55]3)[CH2:47][CH2:46]2)=[CH:41][C:40]=1[F:59])C1C=CC=CC=1>>[ClH:30].[CH:54]1([CH2:53][CH2:52][CH2:51][N:48]2[CH2:47][CH2:46][N:45]([C:42]3[CH:43]=[CH:44][C:39]([OH:38])=[C:40]([F:59])[CH:41]=3)[CH2:50][CH2:49]2)[CH2:58][CH2:57][CH2:56][CH2:55]1 |f:2.3|. Procedure details: Production Example 30 was repeated except that 1-(4-benzyloxy-3-chlorophenyl)-4-(3-cyclohexylpropyl)piperazine was replaced with 1-(4-benzyloxy-3-fluorophenyl)-4-(3-cyclopentylpropyl)-piperazine (494 mg), to provide 4-[4-(3-cyclo-pentylpropyl)piperazin-1-yl]-2-fluorophenol hydrochloride (398 mg).